The task is: describe an organic reaction: reactants, conditions, products, and yield. This data is from the Open Reaction Database (ORD), a public repository of structured organic reaction records. RXN SMILES: [Br:1][c:2]1[n:3][c:4]([CH2:8][O:9][Si:10]([CH3:11])([CH3:12])[C:13]([CH3:14])([CH3:15])[CH3:16])[cH:5][cH:6][cH:7]1.[C:52](=[O:53])([O-:54])[O-:55].[CH3:67][c:68]1[cH:69][cH:70][cH:71][cH:72][cH:73]1.[Cs+:56].[Cs+:57].[O-:59][C:60]([CH3:61])=[O:62].[O-:63][C:64]([CH3:65])=[O:66].[OH:17][CH:18]1[CH2:19][CH2:20][N:21]([C:24](=[O:25])[O:26][C:27]([CH3:28])([CH3:29])[CH3:30])[CH2:22][CH2:23]1.[Pd+2:58].[c:31]1(-[c:32]2[cH:33][cH:34][cH:35][cH:36][cH:37]2)[cH:38][cH:39][cH:40][cH:41][c:42]1[P:43]([C:44]([CH3:45])([CH3:46])[CH3:47])[C:48]([CH3:49])([CH3:50])[CH3:51]>>[c:2]1([O:17][CH:18]2[CH2:19][CH2:20][N:21]([C:24](=[O:25])[O:26][C:27]([CH3:28])([CH3:29])[CH3:30])[CH2:22][CH2:23]2)[n:3][c:4]([CH2:8][O:9][Si:10]([CH3:11])([CH3:12])[C:13]([CH3:14])([CH3:15])[CH3:16])[cH:5][cH:6][cH:7]1. Reactants: CC(C)(C)[Si](C)(C)OCc1cccc(Br)n1, O=C([O-])[O-], Cc1ccccc1, [Cs+], [Cs+], CC(=O)[O-], CC(=O)[O-], CC(C)(C)OC(=O)N1CCC(O)CC1, [Pd+2], CC(C)(C)P(c1ccccc1-c1ccccc1)C(C)(C)C. Yields the product CC(C)(C)OC(=O)N1CCC(Oc2cccc(CO[Si](C)(C)C(C)(C)C)n2)CC1. The reactants are C(CCC)N1C(NC(C1)=O)=O (1-Butylimidazolidine-2,4-dione), N(=C=O)CCCCCC (1-isocyanatohexane), CN(C)C=O (DMF). Yields the product C(CCC)N1C(NC(C1)=O)=O.C(CCCCC)C(=O)N (3-Butyl-2,5-dioxoimidazolidine 1-hexylcarboxamide). As a reaction SMILES: [CH2:1]([N:5]1[CH2:9][C:8](=[O:10])[NH:7][C:6]1=[O:11])[CH2:2][CH2:3][CH3:4].N([CH2:15][CH2:16][CH2:17][CH2:18][CH2:19][CH3:20])=C=O.C[N:22]([CH:24]=[O:25])C>>[CH2:1]([N:5]1[CH2:9][C:8](=[O:10])[NH:7][C:6]1=[O:11])[CH2:2][CH2:3][CH3:4].[CH2:15]([C:24]([NH2:22])=[O:25])[CH2:16][CH2:17][CH2:18][CH2:19][CH3:20] |f:3.4|. Procedure: 1-Butylimidazolidine-2,4-dione (100 mg, 0.64 mmol) and 1-isocyanatohexane (97.7 mg, 0.768 mmol) were reacted in DMF in analogy to example 1. Yield: 9 mg (5%), M+H+: 284.50. The reactants are CCCC[N+](CCCC)(CCCC)CCCC, ClCCl, [Na+], CC(C)(C)OC(=O)N1CC(=O)c2c[nH]c3cccc(c23)C1, [OH-], O=S(=O)([O-])O, O=S(=O)(Cl)c1ccccc1. Product: CC(C)(C)OC(=O)N1CC(=O)c2cn(S(=O)(=O)c3ccccc3)c3cccc(c23)C1. As a reaction SMILES: [CH2:39]([N+:40]([CH2:41][CH2:42][CH2:43][CH3:44])([CH2:45][CH2:46][CH2:47][CH3:48])[CH2:49][CH2:50][CH2:51][CH3:52])[CH2:53][CH2:54][CH3:55].[Cl:56][CH2:57][Cl:58].[Na+:33].[O:1]=[C:2]1[CH2:3][N:4]([C:15](=[O:16])[O:17][C:18]([CH3:19])([CH3:20])[CH3:21])[CH2:5][c:6]2[c:7]3[c:8]1[cH:9][nH:10][c:11]3[cH:12][cH:13][cH:14]2.[OH-:32].[S:34]([O-:35])([OH:36])(=[O:37])=[O:38].[c:22]1([S:28](=[O:29])(=[O:30])[Cl:31])[cH:23][cH:24][cH:25][cH:26][cH:27]1>>[O:1]=[C:2]1[CH2:3][N:4]([C:15](=[O:16])[O:17][C:18]([CH3:19])([CH3:20])[CH3:21])[CH2:5][c:6]2[c:7]3[c:8]1[cH:9][n:10]([S:28]([c:22]1[cH:23][cH:24][cH:25][cH:26][cH:27]1)(=[O:29])=[O:30])[c:11]3[cH:12][cH:13][cH:14]2. The reactants are C=CCC(C(=O)OC)C(NC(=O)OC(C)(C)C)C(=O)N1CCC(F)C1, C1CCOC1, [Li+], [OH-], O. Product: C=CCC(C(=O)O)C(NC(=O)OC(C)(C)C)C(=O)N1CCC(F)C1. Reaction SMILES: [C:1]([CH3:2])([CH3:3])([CH3:4])[O:5][C:6](=[O:7])[NH:8][CH:9]([C:10](=[O:11])[N:12]1[CH2:13][CH:14]([F:17])[CH2:15][CH2:16]1)[CH:18]([C:19](=[O:20])[O:21][CH3:22])[CH2:23][CH:24]=[CH2:25].[CH2:28]1[O:29][CH2:30][CH2:31][CH2:32]1.[Li+:26].[OH-:27].[OH2:33]>>[C:1]([CH3:2])([CH3:3])([CH3:4])[O:5][C:6](=[O:7])[NH:8][CH:9]([C:10](=[O:11])[N:12]1[CH2:13][CH:14]([F:17])[CH2:15][CH2:16]1)[CH:18]([C:19](=[O:20])[OH:21])[CH2:23][CH:24]=[CH2:25]. Reactants: [Na] (sodium), CO (methanol), ClC1=C(C(=O)OC)C=C(C(=N1)C)CC (methyl 2-chloro-5-ethyl-6-methylnicotinate), CO (methanol). Product: COC1=C(C(=O)OC)C=C(C(=N1)C)CC (methyl 2-methoxy-5-ethyl-6-methylnicotinate). The yield is 73.0%. As a reaction SMILES: [Na].Cl[C:3]1[N:12]=[C:11]([CH3:13])[C:10]([CH2:14][CH3:15])=[CH:9][C:4]=1[C:5]([O:7][CH3:8])=[O:6].[CH3:16][OH:17]>>[CH3:16][O:17][C:3]1[N:12]=[C:11]([CH3:13])[C:10]([CH2:14][CH3:15])=[CH:9][C:4]=1[C:5]([O:7][CH3:8])=[O:6] |^1:0|. Reported procedure: To a solution of sodium metal (0.55 g, 24 mmol) dissolved in anhydrous methanol (15 mL), under a nitrogen atmosphere, was added a solution of methyl 2-chloro-5-ethyl-6-methylnicotinate (3.18 g, 14.9 mmol) in dry methanol (5 mL). This solution was refluxed and monitored by tlc (thin layer chromatogram) until the starting material had been consumed (about 24 hours). The cooled mixture was diluted with diethyl ether (50 mL), washed with water, saturated aqueous NaHCO3, dried (Na2SO4), filtered and ... The reactants are Cl (hydrochloric acid), ClC1=CC=C(C=O)C=C1 (p-Chlorobenzaldehyde), ClC1=C(CC(CCC(=O)O)(C(C)=O)C2=CC=CC=C2)C=CC=C1 (4-(o-chlorobenzyl)-4-phenyl-5-oxohexanoic acid), [OH-].[Na+] (sodium hydroxide). Solvent: C(C)O (ethanol), O (water). Yields the product ClC1=C(CC(CCC(=O)O)(C(C=CC2=CC=C(C=C2)Cl)=O)C2=CC=CC=C2)C=CC=C1 (4-(o-Chlorobenzyl)-4-phenyl-5-oxo-7-(p-chlorophenyl)-6-heptenoic Acid). As a reaction SMILES: [Cl:1][C:2]1[CH:9]=[CH:8][C:5]([CH:6]=O)=[CH:4][CH:3]=1.[Cl:10][C:11]1[CH:32]=[CH:31][CH:30]=[CH:29][C:12]=1[CH2:13][C:14]([C:23]1[CH:28]=[CH:27][CH:26]=[CH:25][CH:24]=1)([C:20](=[O:22])[CH3:21])[CH2:15][CH2:16][C:17]([OH:19])=[O:18].[OH-].[Na+].Cl>C(O)C.O>[Cl:10][C:11]1[CH:32]=[CH:31][CH:30]=[CH:29][C:12]=1[CH2:13][C:14]([C:23]1[CH:28]=[CH:27][CH:26]=[CH:25][CH:24]=1)([C:20](=[O:22])[CH:21]=[CH:6][C:5]1[CH:8]=[CH:9][C:2]([Cl:1])=[CH:3][CH:4]=1)[CH2:15][CH2:16][C:17]([OH:19])=[O:18] |f:2.3|. Reported procedure: p-Chlorobenzaldehyde (3.5 g., 0.025 mole) in ethanol (10 ml.) is added to a solution of 4-(o-chlorobenzyl)-4-phenyl-5-oxohexanoic acid (4.89 g., 0.015 mole) and sodium hydroxide (0.80 g., 0.03 mole) in water (50 ml.). The resulting mixture is heated on a steam bath for 24 hours. The reaction solution is cooled to room temperature, acidified with dilute hydrochloric acid (10 ml.), and the sticky solid which forms after scratching is filtered and air-dried, yield 7.0 g., m.p. 190°-213°C. Several r... Starting materials: ClC1=NN=C(C2=C1C=C1C=CC=CN21)C (1-chloro-4-methylpyridazino[4,5-b]indolizine), NCCCN1CCOCC1 (4-(3-aminopropyl)morpholine). The product is N1(CCOCC1)CCCNC=1N=NC(=C2C1C=C1C=CC=CN21)C (N-[3-(4-Morpholinyl)propyl]-4-methylpyridazino[4,5-b]indolizin-1-amine). RXN SMILES: Cl[C:2]1[C:7]2[CH:8]=[C:9]3[N:14]([C:6]=2[C:5]([CH3:15])=[N:4][N:3]=1)[CH:13]=[CH:12][CH:11]=[CH:10]3.[NH2:16][CH2:17][CH2:18][CH2:19][N:20]1[CH2:25][CH2:24][O:23][CH2:22][CH2:21]1>>[N:20]1([CH2:19][CH2:18][CH2:17][NH:16][C:2]2[N:3]=[N:4][C:5]([CH3:15])=[C:6]3[N:14]4[C:9]([CH:10]=[CH:11][CH:12]=[CH:13]4)=[CH:8][C:7]=23)[CH2:25][CH2:24][O:23][CH2:22][CH2:21]1. Reported procedure: Following the procedure of Example 1, reaction of one equivalent of 1-chloro-4-methylpyridazino[4,5-b]indolizine and 10 equivalents of 4-(3-aminopropyl)morpholine gave the title compound as the free base which was converted to the dihydrochloride salt, mp. 295°-296° C. (after recrystallization from ethanol).